From a dataset of the Open Reaction Database (ORD), a public repository of structured organic reaction records. describe an organic reaction: reactants, conditions, products, and yield Run at temperature 100 celsius, time 2 hour. The solvent is C1(=CC=CC=C1)C (toluene). The product is ClC1=NC=CC=C1N1CCC(CC1)OC (2-chloro-3-(4-methoxypiperidin-1-yl)pyridine). Reaction SMILES: Br[C:2]1[C:3]([Cl:8])=[N:4][CH:5]=[CH:6][CH:7]=1.[CH3:9][O:10][CH:11]1[CH2:16][CH2:15][NH:14][CH2:13][CH2:12]1.CC1(C)C2C=CC=C(P(C3C=CC=CC=3)C3C=CC=CC=3)C=2OC2C1=CC=CC=2P(C1C=CC=CC=1)C1C=CC=CC=1.CC(C)([O-])C.[Na+]>C1(C)C=CC=CC=1.C1C=CC(/C=C/C(/C=C/C2C=CC=CC=2)=O)=CC=1.C1C=CC(/C=C/C(/C=C/C2C=CC=CC=2)=O)=CC=1.C1C=CC(/C=C/C(/C=C/C2C=CC=CC=2)=O)=CC=1.[Pd].[Pd]>[Cl:8][C:3]1[C:2]([N:14]2[CH2:15][CH2:16][CH:11]([O:10][CH3:9])[CH2:12][CH2:13]2)=[CH:7][CH:6]=[CH:5][N:4]=1 |f:3.4,6.7.8.9.10|. Reported procedure: A round-bottomed flask was charged with 3-bromo-2-chloropyridine (620 mg, 3.22 mmol), 4-methoxy-piperidine (371 mg, 3.22 mmol), tris(dibenzylideneacetone)dipalladium(0) (147 mg, 0.161 mmol), 9,9-dimethyl-4,5-bis(diphenylphosphino)xanthene (186 mg, 0.322 mmol), and sodium tert-butoxide (464 mg, 4.83 mmol) in toluene (6442 μL), sealed and then sparged with argon for 5 min. The reaction mixture was heated at 100° C. with stirring for 2 h. After cooling to RT, the reaction mixture was filtered throu... Reagents/catalysts: C=1C=CC(=CC1)/C=C/C(=O)/C=C/C2=CC=CC=C2.C=1C=CC(=CC1)/C=C/C(=O)/C=C/C2=CC=CC=C2.C=1C=CC(=CC1)/C=C/C(=O)/C=C/C2=CC=CC=C2.[Pd].[Pd] (tris(dibenzylideneacetone)dipalladium(0)). The reactants are BrC=1C(=NC=CC1)Cl (3-bromo-2-chloropyridine), COC1CCNCC1 (4-methoxy-piperidine), CC1(C2=CC=CC(=C2OC=2C(=CC=CC12)P(C1=CC=CC=C1)C1=CC=CC=C1)P(C1=CC=CC=C1)C1=CC=CC=C1)C (9,9-dimethyl-4,5-bis(diphenylphosphino)xanthene), CC(C)([O-])C.[Na+] (sodium tert-butoxide). Reactants: C(C)OC(=O)C=1NC2=CC=C(C=C2C1Cl)C1=NC=C(C=C1)C(F)(F)F (3-chloro-5-(5-trifluoromethylpyrid-2-yl)-1H-indole-2-carboxylic acid ethyl ester), C1(CC1)OC1=CC=C(C=C1)B(O)O (4-cyclopropoxyphenylboronic acid), ester. Product: ClC1=C(N(C2=CC=C(C=C12)C1=NC=C(C=C1)C(F)(F)F)C1=CC=C(C=C1)OC1CC1)C(=O)O (3-Chloro-1-(4-cyclopropoxyphenyl)-5-(5-trifluoromethylpyrid-2-yl)-1H-indole-2-carboxylic acid). Reaction SMILES: C([O:3][C:4]([C:6]1[NH:7][C:8]2[C:13]([C:14]=1[Cl:15])=[CH:12][C:11]([C:16]1[CH:21]=[CH:20][C:19]([C:22]([F:25])([F:24])[F:23])=[CH:18][N:17]=1)=[CH:10][CH:9]=2)=[O:5])C.[CH:26]1([O:29][C:30]2[CH:35]=[CH:34][C:33](B(O)O)=[CH:32][CH:31]=2)[CH2:28][CH2:27]1>>[Cl:15][C:14]1[C:13]2[C:8](=[CH:9][CH:10]=[C:11]([C:16]3[CH:21]=[CH:20][C:19]([C:22]([F:25])([F:23])[F:24])=[CH:18][N:17]=3)[CH:12]=2)[N:7]([C:33]2[CH:34]=[CH:35][C:30]([O:29][CH:26]3[CH2:28][CH2:27]3)=[CH:31][CH:32]=2)[C:6]=1[C:4]([OH:3])=[O:5]. Reported procedure: The title compound was prepared in accordance with Example 8(c) from 3-chloro-5-(5-trifluoromethylpyrid-2-yl)-1H-indole-2-carboxylic acid ethyl ester (see Example 36(a)) and 4-cyclopropoxyphenylboronic acid (see Example 40(a)), followed by ester hydrolysis in accordance with Example 1(c).